From a dataset of the Open Reaction Database (ORD), a public repository of structured organic reaction records. describe an organic reaction: reactants, conditions, products, and yield Starting materials: C1(CC1)C1=NC2=C(N1C)C=C(C=C2)N2C(C=C(C=C2)O)=O (1-(2-cyclopropyl-1-methyl-1H-benzimidazol-6-yl)-4-hydroxypyridin-2(1H)-one), CC=1C=C(SC1)CO ((4-methyl-2-thienyl)methanol), C(CCC)P(CCCC)CCCC (tributylphosphine), N(=NC(=O)N1CCCCC1)C(=O)N1CCCCC1 (1,1′-(azodicarbonyl)dipiperidine). The solvent is C1CCOC1 (THF), C1CCOC1 (THF). Run at temperature 60 celsius, time 2 hour. Yields the product C1(CC1)C1=NC2=C(N1C)C=C(C=C2)N2C(C=C(C=C2)OCC=2SC=C(C2)C)=O (1-(2-Cyclopropyl-1-methyl-1H-benzimidazol-6-yl)-4-((4-methyl-2-thienyl)methoxy)pyridin-2(1H)-one). Isolated yield 20.6%. Reaction SMILES: [CH:1]1([C:4]2[N:8]([CH3:9])[C:7]3[CH:10]=[C:11]([N:14]4[CH:19]=[CH:18][C:17]([OH:20])=[CH:16][C:15]4=[O:21])[CH:12]=[CH:13][C:6]=3[N:5]=2)[CH2:3][CH2:2]1.[CH3:22][C:23]1[CH:24]=[C:25]([CH2:28]O)[S:26][CH:27]=1.C(P(CCCC)CCCC)CCC.N(C(N1CCCCC1)=O)=NC(N1CCCCC1)=O>C1COCC1>[CH:1]1([C:4]2[N:8]([CH3:9])[C:7]3[CH:10]=[C:11]([N:14]4[CH:19]=[CH:18][C:17]([O:20][CH2:28][C:25]5[S:26][CH:27]=[C:23]([CH3:22])[CH:24]=5)=[CH:16][C:15]4=[O:21])[CH:12]=[CH:13][C:6]=3[N:5]=2)[CH2:2][CH2:3]1. Reported procedure: To a solution of 1-(2-cyclopropyl-1-methyl-1H-benzimidazol-6-yl)-4-hydroxypyridin-2(1H)-one (150 mg), (4-methyl-2-thienyl)methanol (138 mg) and tributylphosphine (322 mg) in THF (10 ml) was added 1,1′-(azodicarbonyl)dipiperidine (401 mg) in dry THF (5 ml). The mixture was stirred under sonication at 60° C. for 2 h. The reaction mixture was then cooled to room temperature and concentrated in vacuo. The residue was diluted with DCM, and the DCM layer was washed with water and brine, dried over Na2... The reactants are N1(C=NC=C1)C1=CC2=C(OCCN(CCO2)S(=O)(=O)C2=CC=C(C=C2)C)C=C1 (9-(1H-imidazol-1-yl)-4-[(4-methylphenyl)sulfonyl]-3,4,5,6-tetrahydro-2H-1,7,4-benzodioxazonine), [Na] (sodium). Solvent: CO (methanol), N (ammonia). Product: N1(C=NC=C1)C1=CC2=C(OCCNCCO2)C=C1 (9-(1H-Imidazol-1-yl)-3,4,5,6-tetrahydro-2H-1,7,4-benzodioxazonine). RXN SMILES: [N:1]1([C:6]2[CH:28]=[CH:27][C:9]3[O:10][CH2:11][CH2:12][N:13](S(C4C=CC(C)=CC=4)(=O)=O)[CH2:14][CH2:15][O:16][C:8]=3[CH:7]=2)[CH:5]=[CH:4][N:3]=[CH:2]1.[Na]>CO.N>[N:1]1([C:6]2[CH:28]=[CH:27][C:9]3[O:10][CH2:11][CH2:12][NH:13][CH2:14][CH2:15][O:16][C:8]=3[CH:7]=2)[CH:5]=[CH:4][N:3]=[CH:2]1 |^1:28|. Reported procedure: In a manner similar to example 1 react 9-(1H-imidazol-1-yl)-4-[(4-methylphenyl)sulfonyl]-3,4,5,6-tetrahydro-2H-1,7,4-benzodioxazonine with sodium in methanol and ammonia to obtain the title compound. Reactants: C(C)(C)(C)OC(=O)N1C[C@@H](CCC1)N(C(=O)C1=CC=C(C=C1)C=1C=NN(C1C(=O)O)C)C=1N=CC=C2C1N(C=C2)C ((R)-4-(4-((1-(tert-butoxycarbonyl)piperidin-3-yl)(1-methyl-1H-pyrrolo[2,3-c]pyridin-7-yl)carbamoyl)phenyl)-1-methyl-1H-pyrazole-5-carboxylic acid), C(C)(C)(C)OC(=O)N1C[C@@H](CCC1)N(C(=O)C1=CC=C(C=C1)C=1C=NN(C1C(=O)O)C)C=1N=CC=C2C1N(C=C2)C ((R)-4-(4-((1-(tert-butoxycarbonyl)piperidin-3-yl)(1-methyl-1H-pyrrolo[2,3-c]pyridin-7-yl)carbamoyl)phenyl)-1-methyl-1H-pyrazole-5-carboxylic acid), Cl (HCl). The solvent is O1CCOCC1 (1,4-dioxane), O1CCOCC1 (1,4-dioxane). Run at time 1 hour. Yields the product Cl.CN1N=CC(=C1C(=O)O)C1=CC=C(C=C1)C(N([C@H]1CNCCC1)C=1N=CC=C2C1N(C=C2)C)=O ((R)-1-methyl-4-(4-((1-methyl-1H-pyrrolo[2,3-c]pyridin-7-yl)(piperidin-3-yl)carbamoyl)phenyl)-1H-pyrazole-5-carboxylic acid hydrochloride). RXN SMILES: C(OC([N:8]1[CH2:13][CH2:12][CH2:11][C@@H:10]([N:14]([C:32]2[N:33]=[CH:34][CH:35]=[C:36]3[CH:40]=[CH:39][N:38]([CH3:41])[C:37]=23)[C:15]([C:17]2[CH:22]=[CH:21][C:20]([C:23]3[CH:24]=[N:25][N:26]([CH3:31])[C:27]=3[C:28]([OH:30])=[O:29])=[CH:19][CH:18]=2)=[O:16])[CH2:9]1)=O)(C)(C)C.[ClH:42]>O1CCOCC1>[ClH:42].[CH3:31][N:26]1[C:27]([C:28]([OH:30])=[O:29])=[C:23]([C:20]2[CH:19]=[CH:18][C:17]([C:15](=[O:16])[N:14]([C:32]3[N:33]=[CH:34][CH:35]=[C:36]4[CH:40]=[CH:39][N:38]([CH3:41])[C:37]=34)[C@@H:10]3[CH2:11][CH2:12][CH2:13][NH:8][CH2:9]3)=[CH:22][CH:21]=2)[CH:24]=[N:25]1 |f:3.4|. Procedure: To a solution of the compound from Step 3 (R)-4-(4-((1-(tert-butoxycarbonyl)piperidin-3-yl)(1-methyl-1H-pyrrolo[2,3-c]pyridin-7-yl)carbamoyl)phenyl)-1-methyl-1H-pyrazole-5-carboxylic acid (0.18 g, 0.17 mmol) in 1,4-dioxane (10 mL) was added HCl in 1,4-dioxane (10 mL, 4 N). The mixture was stirred at room temperature for 1 h. The mixture was concentrated in vacuo. The resulting residue was triturated with EtOAc to deliver the hydrochloride salt of the title compound (0.12 g, 70% over 2 steps) as ... Reactants: ClC1=NC2=CC=CN=C2C(=C1C1=C(C=C(C=C1F)F)F)Cl (2,4-dichloro-3-(2,4,6-trifluorophenyl)-[1,5]naphthyridine). The solvent is C(C)(C)N (isopropylamine). Conditions: temperature 60 celsius. Yields the product ClC1=NC2=CC=CN=C2C(=C1C1=C(C=C(C=C1F)F)F)NC(C)C ([2-chloro-3-(2,4,6-trifluorophenyl)-[1,5]naphthyridin-4-yl]-isopropylamine). Yield: 24.1%. As a reaction SMILES: [Cl:1][C:2]1[C:11]([C:12]2[C:17]([F:18])=[CH:16][C:15]([F:19])=[CH:14][C:13]=2[F:20])=[C:10](Cl)[C:9]2[C:4](=[CH:5][CH:6]=[CH:7][N:8]=2)[N:3]=1>C(N)(C)C>[Cl:1][C:2]1[C:11]([C:12]2[C:17]([F:18])=[CH:16][C:15]([F:19])=[CH:14][C:13]=2[F:20])=[C:10]([NH:3][CH:4]([CH3:9])[CH3:5])[C:9]2[C:4](=[CH:5][CH:6]=[CH:7][N:8]=2)[N:3]=1. Procedure: The product from Step 4 (0.070 g) was dissolved in isopropylamine (1.0 ml) and warmed in a sealed tube to 60° C. for 2 hours. The isopropylamine was evaporated and the residue was purified by flash column chromatography on silica gel (40-60) eluting with diethyl ether to give [2-chloro-3-(2,4,6-trifluorophenyl)-[1,5]naphthyridin-4-yl]-isopropylamine as a yellow gum (0.009 g). The reactants are CO, [Na+], COC(=O)C12CC3CC(CC(Nc4ncc(C(=O)N5CCS(=O)(=O)CC5)c(C(F)(F)F)n4)(C3)C1)C2, C1CCOC1, [OH-]. Yields the product O=C(c1cnc(NC23CC4CC(C2)CC(C(=O)O)(C4)C3)nc1C(F)(F)F)N1CCS(=O)(=O)CC1. Reaction SMILES: [CH3:36][OH:37].[Na+:39].[O:1]=[S:2]1(=[O:35])[CH2:3][CH2:4][N:5]([C:8](=[O:9])[c:10]2[c:11]([C:31]([F:32])([F:33])[F:34])[n:12][c:13]([NH:16][C:17]34[CH2:18][C:19]5([C:27](=[O:28])[O:29][CH3:30])[CH2:20][CH:21]([CH2:22][CH:23]([CH2:24]3)[CH2:25]5)[CH2:26]4)[n:14][cH:15]2)[CH2:6][CH2:7]1.[O:40]1[CH2:41][CH2:42][CH2:43][CH2:44]1.[OH-:38]>>[O:1]=[S:2]1(=[O:35])[CH2:3][CH2:4][N:5]([C:8](=[O:9])[c:10]2[c:11]([C:31]([F:32])([F:33])[F:34])[n:12][c:13]([NH:16][C:17]34[CH2:18][C:19]5([C:27](=[O:28])[OH:29])[CH2:20][CH:21]([CH2:22][CH:23]([CH2:24]3)[CH2:25]5)[CH2:26]4)[n:14][cH:15]2)[CH2:6][CH2:7]1. Reaction SMILES: [CH2:46]([N:47]=[C:48]=[N:49][CH2:50][CH2:51][CH2:52][N:53]([CH3:54])[CH3:55])[CH3:56].[CH3:62][N:63]([CH3:64])[c:65]1[cH:66][cH:67][n:68][cH:69][cH:70]1.[CH3:71][CH2:72][O:73][C:74]([CH3:75])=[O:76].[ClH:45].[O:57]=[CH:58][N:59]([CH3:60])[CH3:61].[c:1]1(-[c:7]2[n:8][c:9]([C:18]3=[CH:23][CH2:22][CH2:21][CH2:20][CH:19]3[CH2:24][c:25]3[cH:26][c:27]([C:28](=[O:29])[OH:30])[cH:31][cH:32][cH:33]3)[o:10][c:11]2-[c:12]2[cH:13][cH:14][cH:15][cH:16][cH:17]2)[cH:2][cH:3][cH:4][cH:5][cH:6]1.[c:34]1([CH2:40][S:41](=[O:42])(=[O:43])[NH2:44])[cH:35][cH:36][cH:37][cH:38][cH:39]1>>[c:1]1(-[c:7]2[n:8][c:9]([C:18]3=[CH:23][CH2:22][CH2:21][CH2:20][CH:19]3[CH2:24][c:25]3[cH:26][c:27]([C:28](=[O:29])[NH:44][S:41]([CH2:40][c:34]4[cH:35][cH:36][cH:37][cH:38][cH:39]4)(=[O:42])=[O:43])[cH:31][cH:32][cH:33]3)[o:10][c:11]2-[c:12]2[cH:13][cH:14][cH:15][cH:16][cH:17]2)[cH:2][cH:3][cH:4][cH:5][cH:6]1. The reactants are CCN=C=NCCCN(C)C, CN(C)c1ccncc1, CCOC(C)=O, Cl, CN(C)C=O, O=C(O)c1cccc(CC2CCCC=C2c2nc(-c3ccccc3)c(-c3ccccc3)o2)c1, NS(=O)(=O)Cc1ccccc1. Product: O=C(NS(=O)(=O)Cc1ccccc1)c1cccc(CC2CCCC=C2c2nc(-c3ccccc3)c(-c3ccccc3)o2)c1. The reactants are O=[N+]([O-])c1c[nH]nc1-c1nc2ccccc2[nH]1, CN(C)C=O. Product: Nc1c[nH]nc1-c1nc2ccccc2[nH]1. Reaction SMILES: [N+:1]([O-:2])(=[O:3])[c:4]1[c:5](-[c:9]2[n:10][c:11]3[c:12]([nH:13]2)[cH:14][cH:15][cH:16][cH:17]3)[n:6][nH:7][cH:8]1.[O:18]=[CH:19][N:20]([CH3:21])[CH3:22]>>[NH2:1][c:4]1[c:5](-[c:9]2[n:10][c:11]3[c:12]([nH:13]2)[cH:14][cH:15][cH:16][cH:17]3)[n:6][nH:7][cH:8]1. Starting materials: C(C)(C)(C)OC(=O)C1=C(SC=2CN(C(CC21)CN)CC2=CC=C(C=C2)OC)N (2-amino-5-aminomethyl-6-(4-methoxy-benzyl)-4,5,6,7-tetrahydro-thieno[2,3-c]pyridine-3-carboxylic acid tert-butyl ester), N1C=C(C2=CC=CC=C12)C(C(=O)O)=O (3-indole-glyoxylic acid), Cl.CN(CCCN=C=NCC)C (1-(3-dimethylaminopropyl)-3-ethylcarbodiimide, hydrochloride), ON1N=NC2=C1C=CC=C2 (1-hydroxy-benzotriazole). Run in ClCCl (dichloromethane), CN(C=O)C (N,N-dimethylformamide). Run at time 16 hour. Yields the product C(C)(C)(C)OC(=O)C1=C(SC=2CN(C(CC21)CNC(C(=O)C2=CNC1=CC=CC=C21)=O)CC2=CC=C(C=C2)OC)N (2-amino-5-((2-(1H-indol-3-yl)-2-oxo-acetylamino)methyl)-6-(4-methoxy-benzyl)-4,5,6,7-tetrahydro-thieno[2,3-c]pyridine-3-carboxylic acid tert-butyl ester). The yield is 48.8%. RXN SMILES: [C:1]([O:5][C:6]([C:8]1[C:16]2[CH2:15][CH:14]([CH2:17][NH2:18])[N:13]([CH2:19][C:20]3[CH:25]=[CH:24][C:23]([O:26][CH3:27])=[CH:22][CH:21]=3)[CH2:12][C:11]=2[S:10][C:9]=1[NH2:28])=[O:7])([CH3:4])([CH3:3])[CH3:2].[NH:29]1[C:37]2[C:32](=[CH:33][CH:34]=[CH:35][CH:36]=2)[C:31]([C:38](=[O:42])[C:39](O)=[O:40])=[CH:30]1.Cl.CN(C)CCCN=C=NCC.ON1C2C=CC=CC=2N=N1>CN(C)C=O.ClCCl>[C:1]([O:5][C:6]([C:8]1[C:16]2[CH2:15][CH:14]([CH2:17][NH:18][C:39](=[O:40])[C:38]([C:31]3[C:32]4[C:37](=[CH:36][CH:35]=[CH:34][CH:33]=4)[NH:29][CH:30]=3)=[O:42])[N:13]([CH2:19][C:20]3[CH:21]=[CH:22][C:23]([O:26][CH3:27])=[CH:24][CH:25]=3)[CH2:12][C:11]=2[S:10][C:9]=1[NH2:28])=[O:7])([CH3:4])([CH3:3])[CH3:2] |f:2.3|. Reported procedure: To a solution of 2-amino-5-aminomethyl-6-(4-methoxy-benzyl)-4,5,6,7-tetrahydro-thieno[2,3-c]pyridine-3-carboxylic acid tert-butyl ester (209 mg, 0.51 mmol) in dry N,N-dimethylformamide (4 ml) was added 3-indole-glyoxylic acid (141 mg, 0.74 mmol), 1-(3-dimethylaminopropyl)-3-ethylcarbodiimide, hydrochloride (152 mg, 0.76 mmol), and 1-hydroxy-benzotriazole (100 mg, 0.74 mmol). The mixture was stirred at room temperature for 16 hours, diluted with dichloromethane (100 ml) and washed with water (100... Starting materials: 10a, O (water), [OH-].[Na+] (sodium hydroxide), C1(=CC=CC=C1)[C@@H](CC)NC(=O)C=1C=C(N2C1COCC2)C(C(Cl)(Cl)Cl)=O (6-(2,2,2-trichloro-acetyl)-3,4-dihydro-1H-pyrrolo[2,1-c][1,4]oxazine-8-carboxylic acid ((R)-1-phenyl-propyl)-amide). The solvent is O1CCCC1 (tetrahydrofuran). The product is C1(=CC=CC=C1)[C@@H](CC)NC(=O)C=1C=C(N2C1COCC2)C(=O)O (8-((R)-1-phenyl-propylcarbamoyl)-3,4-dihydro-1H-pyrrolo[2,1-c][1,4]oxazine-6-carboxylic acid). Isolated yield 84.0%. Reaction SMILES: [C:1]1([C@H:7]([NH:10][C:11]([C:13]2[CH:14]=[C:15]([C:22](=[O:27])C(Cl)(Cl)Cl)[N:16]3[CH2:21][CH2:20][O:19][CH2:18][C:17]=23)=[O:12])[CH2:8][CH3:9])[CH:6]=[CH:5][CH:4]=[CH:3][CH:2]=1.[OH2:28].[OH-].[Na+]>O1CCCC1>[C:1]1([C@H:7]([NH:10][C:11]([C:13]2[CH:14]=[C:15]([C:22]([OH:27])=[O:28])[N:16]3[CH2:21][CH2:20][O:19][CH2:18][C:17]=23)=[O:12])[CH2:8][CH3:9])[CH:6]=[CH:5][CH:4]=[CH:3][CH:2]=1 |f:2.3|. Procedure details: To a solution of 6-(2,2,2-trichloro-acetyl)-3,4-dihydro-1H-pyrrolo[2,1-c][1,4]oxazine-8-carboxylic acid ((R)-1-phenyl-propyl)-amide (Comp. No. 10a) (9.8 g, 22.8 mmol) in tetrahydrofuran (160 ml) was added water (160 ml) and sodium hydroxide (4.5 g, 114 mmol) and the mixture was stirred at reflux until complete conversion according to LC/MS (ca. 60 min). Approximately half of the solvents were evaporated in vacuo and the mixture was acidified with excess hydrochloric acid. The forming precipitate...